From a dataset of the Open Reaction Database (ORD), a public repository of structured organic reaction records. describe an organic reaction: reactants, conditions, products, and yield The reactants are C1=CC=C(C=C1)P(C2=CC=CC=C2)C3=CC=CC=C3 (PPh3), C1CC(=O)N(C1=O)Br (NBS), OCCCCCCCCCCCC(=O)OCC (ethyl 12-hydroxydodecanoate). Run in ClCCl (dichloromethane). Run at time 24 hour. Product: BrCCCCCCCCCCCC(=O)OCC (ethyl 12-bromododecanoate). The yield is 93.3%. As a reaction SMILES: O[CH2:2][CH2:3][CH2:4][CH2:5][CH2:6][CH2:7][CH2:8][CH2:9][CH2:10][CH2:11][CH2:12][C:13]([O:15][CH2:16][CH3:17])=[O:14].C1C=CC(P(C2C=CC=CC=2)C2C=CC=CC=2)=CC=1.C1C(=O)N([Br:44])C(=O)C1>ClCCl>[Br:44][CH2:2][CH2:3][CH2:4][CH2:5][CH2:6][CH2:7][CH2:8][CH2:9][CH2:10][CH2:11][CH2:12][C:13]([O:15][CH2:16][CH3:17])=[O:14]. Reported procedure: In a 100 mL two-neck flask with a reflux condenser and magnetic anchor, under a static head of nitrogen, ethyl 12-hydroxydodecanoate (1.65 g, 6.7 mmol) is dissolved in dichloromethane (20 mL). PPh3 (1.93 g, 7.4 mmol) and NBS (1.6 g, 7.0 mmol) are added. The mixture is left stirring under reflux conditions for 24 hours. It is concentrated in the Rotavapor and the product is purified with column chromatography on silica gel with an eluant mixture of petroleum ether/ethyl acetate 5/1. 1.92 g (yield...